Task: describe an organic reaction: reactants, conditions, products, and yield. Dataset: the Open Reaction Database (ORD), a public repository of structured organic reaction records Reaction conditions: time 20 minute. The reactants are FC([C@@H]1CC[C@H](CC1)NC(=O)C=1C=C2C(=NC1N1CCC(CC1)F)NC(=N2)NC2=C(C(=CC(=C2Cl)F)CN)Cl)(F)F (N-(trans-4-trifluoromethyl-cyclohexyl)-2-{2,6-dichloro-5-fluoro-3-(aminomethyl)-phenylamino}-5-[4-fluoro-piperidinyl]-3H-imidazo[4,5-b]pyridine-6-carboxamide), C(C(C)(C)C)(=O)Cl (pivaloyl chloride), TEA, C1CCOC1 (THF). Procedure: A mixture of N-(trans-4-trifluoromethyl-cyclohexyl)-2-{2,6-dichloro-5-fluoro-3-(aminomethyl)-phenylamino}-5-[4-fluoro-piperidinyl]-3H-imidazo[4,5-b]pyridine-6-carboxamide (130 mg, 0.210 mmol), pivaloyl chloride (26 μL, 0.21 mmol), TEA (75 mg, 0.74 mmol) and 5 mL THF is stirred for 20 min and diluted with MeOH. The crude product is purified via prep. HPLC (C-18 stable bond, eluent gradient: water(+0.15% HCOOH)/MeOH 9:1->MeOH). Yields the product FC([C@@H]1CC[C@H](CC1)NC(=O)C=1C=C2C(=NC1N1CCC(CC1)F)NC(=N2)NC2=C(C(=CC(=C2Cl)F)CNC(C(C)(C)C)=O)Cl)(F)F (N-(trans-4-Trifluoromethyl-cyclohexyl)-2-{2,6-dichloro-5-fluoro-3-[(2,2-dimethyl-propionylamino)-methyl]-phenylamino}-5-[4-fluoro-piperidinyl]-3H-imidazo[4,5-b]pyridine-6-carboxamide). Solvent: CO (MeOH). Reaction SMILES: [F:1][C:2]([F:41])([F:40])[C@H:3]1[CH2:8][CH2:7][C@H:6]([NH:9][C:10]([C:12]2[CH:13]=[C:14]3[N:27]=[C:26]([NH:28][C:29]4[C:34]([Cl:35])=[C:33]([F:36])[CH:32]=[C:31]([CH2:37][NH2:38])[C:30]=4[Cl:39])[NH:25][C:15]3=[N:16][C:17]=2[N:18]2[CH2:23][CH2:22][CH:21]([F:24])[CH2:20][CH2:19]2)=[O:11])[CH2:5][CH2:4]1.[C:42](Cl)(=[O:47])[C:43]([CH3:46])([CH3:45])[CH3:44].C1COCC1>CO>[F:41][C:2]([F:40])([F:1])[C@H:3]1[CH2:8][CH2:7][C@H:6]([NH:9][C:10]([C:12]2[CH:13]=[C:14]3[N:27]=[C:26]([NH:28][C:29]4[C:34]([Cl:35])=[C:33]([F:36])[CH:32]=[C:31]([CH2:37][NH:38][C:42](=[O:47])[C:43]([CH3:46])([CH3:45])[CH3:44])[C:30]=4[Cl:39])[NH:25][C:15]3=[N:16][C:17]=2[N:18]2[CH2:19][CH2:20][CH:21]([F:24])[CH2:22][CH2:23]2)=[O:11])[CH2:5][CH2:4]1.